From a dataset of the Open Reaction Database (ORD), a public repository of structured organic reaction records. describe an organic reaction: reactants, conditions, products, and yield Starting materials: COc1ccc(C2(CCS(C)(=O)=O)CCN(C(=O)c3ccccc3)C2)cc1OC, O=C([O-])O, ClCCl, O=C(c1nc2ccccc2n1Cc1ccc(F)cc1)C1CCNCC1, [Na+], C1CCOC1, O. The product is COc1ccc(C2(CCN3CCC(C(=O)c4nc5ccccc5n4Cc4ccc(F)cc4)CC3)CCN(C(=O)c3ccccc3)C2)cc1OC. Reaction SMILES: [C:1]([c:2]1[cH:3][cH:4][cH:5][cH:6][cH:7]1)(=[O:8])[N:9]1[CH2:10][C:11]([CH2:14][CH2:15][S:16]([CH3:17])(=[O:18])=[O:19])([c:20]2[cH:21][c:22]([O:28][CH3:29])[c:23]([O:26][CH3:27])[cH:24][cH:25]2)[CH2:12][CH2:13]1.[C:55](=[O:56])([OH:57])[O-:58].[Cl:60][CH2:61][Cl:62].[F:30][c:31]1[cH:32][cH:33][c:34]([CH2:35][n:36]2[c:37]([C:45](=[O:46])[CH:47]3[CH2:48][CH2:49][NH:50][CH2:51][CH2:52]3)[n:38][c:39]3[c:40]2[cH:41][cH:42][cH:43][cH:44]3)[cH:53][cH:54]1.[Na+:59].[O:64]1[CH2:65][CH2:66][CH2:67][CH2:68]1.[OH2:63]>>[C:1]([c:2]1[cH:3][cH:4][cH:5][cH:6][cH:7]1)(=[O:8])[N:9]1[CH2:10][C:11]([CH2:14][CH2:15][N:50]2[CH2:49][CH2:48][CH:47]([C:45]([c:37]3[n:36]([CH2:35][c:34]4[cH:33][cH:32][c:31]([F:30])[cH:54][cH:53]4)[c:40]4[c:39]([n:38]3)[cH:44][cH:43][cH:42][cH:41]4)=[O:46])[CH2:52][CH2:51]2)([c:20]2[cH:21][c:22]([O:28][CH3:29])[c:23]([O:26][CH3:27])[cH:24][cH:25]2)[CH2:12][CH2:13]1. The reactants are NCCCN(CCC)C1=NC=CC=C1 (2-[N-(3-aminopropyl)-N-propylamino]pyridine), CSC1=NC=C(C(N1)=O)CC1=CC=C(C=C1)OC (2-methylthio-5-(4-methoxybenzyl)pyrimid-4-one). Yields the product C(CC)N(C1=NC=CC=C1)CCCNC1=NC=C(C(N1)=O)CC1=CC=C(C=C1)OC (2-[3-(N-propyl-N-pyrid-2-ylamino) propylamino]-5-(4-methoxybenzyl)pyrimid-4-one). As a reaction SMILES: [NH2:1][CH2:2][CH2:3][CH2:4][N:5]([C:9]1[CH:14]=[CH:13][CH:12]=[CH:11][N:10]=1)[CH2:6][CH2:7][CH3:8].CS[C:17]1[NH:22][C:21](=[O:23])[C:20]([CH2:24][C:25]2[CH:30]=[CH:29][C:28]([O:31][CH3:32])=[CH:27][CH:26]=2)=[CH:19][N:18]=1>>[CH2:6]([N:5]([CH2:4][CH2:3][CH2:2][NH:1][C:17]1[NH:22][C:21](=[O:23])[C:20]([CH2:24][C:25]2[CH:30]=[CH:29][C:28]([O:31][CH3:32])=[CH:27][CH:26]=2)=[CH:19][N:18]=1)[C:9]1[CH:14]=[CH:13][CH:12]=[CH:11][N:10]=1)[CH2:7][CH3:8]. Procedure: 2-[N-(3-aminopropyl)-N-propylamino]pyridine (0.88 g) and 2-methylthio-5-(4-methoxybenzyl)pyrimid-4-one (1.0 g) were fused together on an oil bath at 160° C. for 2.5 hr. On cooling the residue was crystallised from ethanol/water and again from acetone/water to give 2-[3-(N-propyl-N-pyrid-2-ylamino) propylamino]-5-(4-methoxybenzyl)pyrimid-4-one 1H2O, 1.27 g (79%) mp indeterminate. Starting materials: [Na+], [OH-], CCOC(=O)C(Cc1ccc(OCCNC(=O)c2ccc(-c3ccccn3)cc2)cc1)Oc1ccc(-c2ccccn2)cc1. Product: O=C(NCCOc1ccc(CC(Oc2ccc(-c3ccccn3)cc2)C(=O)O)cc1)c1ccc(-c2ccccn2)cc1. Reaction SMILES: [Na+:46].[OH-:45].[n:1]1[c:2](-[c:7]2[cH:8][cH:9][c:10]([O:11][CH:12]([C:13](=[O:14])[O:15][CH2:16][CH3:17])[CH2:18][c:19]3[cH:20][cH:21][c:22]([O:25][CH2:26][CH2:27][NH:28][C:29]([c:30]4[cH:31][cH:32][c:33](-[c:36]5[n:37][cH:38][cH:39][cH:40][cH:41]5)[cH:34][cH:35]4)=[O:42])[cH:23][cH:24]3)[cH:43][cH:44]2)[cH:3][cH:4][cH:5][cH:6]1>>[n:1]1[c:2](-[c:7]2[cH:8][cH:9][c:10]([O:11][CH:12]([C:13](=[O:14])[OH:15])[CH2:18][c:19]3[cH:20][cH:21][c:22]([O:25][CH2:26][CH2:27][NH:28][C:29]([c:30]4[cH:31][cH:32][c:33](-[c:36]5[n:37][cH:38][cH:39][cH:40][cH:41]5)[cH:34][cH:35]4)=[O:42])[cH:23][cH:24]3)[cH:43][cH:44]2)[cH:3][cH:4][cH:5][cH:6]1. The reactants are [N+](=O)([O-])C(C(COC1=CC=CC=C1)O)C (3-Nitro-1-phenoxy-butan-2-ol). The reagents and catalysts are [Pt]=O (platinum oxide). Run in CO (methanol). The product is NC(C(COC1=CC=CC=C1)O)C ((2RS,3RS)-3-Amino-1-phenoxy-butan-2-ol). Isolated yield 28.2%. RXN SMILES: [N+:1]([CH:4]([CH3:15])[CH:5]([OH:14])[CH2:6][O:7][C:8]1[CH:13]=[CH:12][CH:11]=[CH:10][CH:9]=1)([O-])=O>CO.[Pt]=O>[NH2:1][CH:4]([CH3:15])[CH:5]([OH:14])[CH2:6][O:7][C:8]1[CH:9]=[CH:10][CH:11]=[CH:12][CH:13]=1. Procedure details: 3-Nitro-1-phenoxy-butan-2-ol (1.7 g, 8.0 mmol) in methanol (50 mL) was hydrogenated over platinum oxide (300 mg) at atmospheric pressure overnight. The mixture was filtered through celite and purified by semi-preparative HPLC (XBridge, C18, 5 μm, 19×50 mm, 12 min gradient of 5-20% acetonitrile in (water+2 mL NH3/L). Fractions containing the faster eluting peak were pooled and concentrated to give the subtitle compound (409 mg). Starting materials: OC(CC1=CC(=NN1)C(=O)OCC)C (ethyl 5-(2-hydroxypropyl)-1H-pyrazole-3-carboxylate), C(=O)([O-])[O-].[Cs+].[Cs+] (Cs2CO3), C[Si](C)(C)CCOCCl (SEM-Cl). The solvent is CC(=O)C (acetone). Conditions: time 8 hour. Product: OC(CC1=CC(=NN1COCC[Si](C)(C)C)C(=O)OCC)C (Ethyl 5-(2-hydroxypropyl)-1-((2-(trimethylsilyl)ethoxy)methyl)-1H-pyrazole-3-carboxylate). As a reaction SMILES: [OH:1][CH:2]([CH3:14])[CH2:3][C:4]1[NH:8][N:7]=[C:6]([C:9]([O:11][CH2:12][CH3:13])=[O:10])[CH:5]=1.C([O-])([O-])=O.[Cs+].[Cs+].[CH3:21][Si:22]([CH2:25][CH2:26][O:27][CH2:28]Cl)([CH3:24])[CH3:23]>CC(C)=O>[OH:1][CH:2]([CH3:14])[CH2:3][C:4]1[N:8]([CH2:28][O:27][CH2:26][CH2:25][Si:22]([CH3:24])([CH3:23])[CH3:21])[N:7]=[C:6]([C:9]([O:11][CH2:12][CH3:13])=[O:10])[CH:5]=1 |f:1.2.3|. Reported procedure: Into a flask containing ethyl 5-(2-hydroxypropyl)-1H-pyrazole-3-carboxylate (15.65 mmol, 3.2 g) in acetone (60 ml), Cs2CO3 (13.7 g, 99.1 mmol), SEM-Cl (9.3 ml, 51.6 mmol) were added and stirred at RT overnight. The reaction mixture was quenched by the addition of H2O and extracted with EtOAc. The organic layer was concentrated and purified by column-chromatography. Yield 3.8 g. 1H-NMR (400 MHz; CDCl3): δ −0.05 (s, 9H), 0.89 (t, 2H), 1.25 (d, 3H), 1.40 (t, 3H), 2.71-2.83 (m, 3H), 3.57 (t, 2H), 4.... The reactants are base, I (hydroiodic acid), CN(C(N(C)C)=O)C (tetramethylurea), NC1=C(C=CC=C1)N1CCOCC1 (4-(2-aminophenyl)morpholine), P(=O)(Cl)(Cl)Cl (phosphorus oxychloride). Solvent: CO (methanol), C1=CC=CC=C1 (benzene), C1=CC=CC=C1 (benzene). Yields the product I.O1CCN(CC1)C1=C(C=CC=C1)N=C(N(C)C)N(C)C (2-(2-morpholinophenyl)-1,1,3,3-tetramethylguanidine hydroiodide). As a reaction SMILES: [CH3:1][N:2]([CH3:8])[C:3](=O)[N:4]([CH3:6])[CH3:5].[NH2:9][C:10]1[CH:15]=[CH:14][CH:13]=[CH:12][C:11]=1[N:16]1[CH2:21][CH2:20][O:19][CH2:18][CH2:17]1.P(Cl)(Cl)(Cl)=O.[IH:27]>C1C=CC=CC=1.CO>[IH:27].[O:19]1[CH2:18][CH2:17][N:16]([C:11]2[CH:12]=[CH:13][CH:14]=[CH:15][C:10]=2[N:9]=[C:3]([N:4]([CH3:6])[CH3:5])[N:2]([CH3:8])[CH3:1])[CH2:21][CH2:20]1 |f:6.7|. Procedure: Reaction of tetramethylurea (10.4 g, 10.7 ml) in dry benzene (80 ml) with 4-(2-aminophenyl)morpholine (10.2 g) in dry benzene (100 ml) in the presence of phosphorus oxychloride (8.3 ml) for 30 hours at 65°-70° C. gave an oil which was purified by column chromotography on a neutral alumina column (100 g) eluted with hexane to give as an oil. A solution of this base (2.5 g) in methanol (10 ml) was treated with 57% hydroiodic acid (1.3 ml) to give 2-(2-morpholinophenyl)-1,1,3,3-tetramethylguanidine... Starting materials: C(C)(C)(C)OC(=O)N1CCC(CC1)OC1=CC(=C(C(=O)O)C=C1F)OC (4-(N-t-butyloxycarbonyl-4-piperidinyloxy)-5-fluoro-2-methoxybenzoic acid), Cl.N1CCC(CC1)N1C(OCC2=C1C=CC=C2)=O (1-(4-piperidinyl)-4H-3,1-benzoxazin-2(1H)-one hydrochloride). The solvent is hexanes, CCOC(=O)C (EtOAc). The product is C(C)(C)(C)OC(=O)N1CCC(CC1)OC1=CC(=C(C(=O)N2CCC(CC2)N2C(OCC3=C2C=CC=C3)=O)C=C1F)OC (1-(1-(4-(N-tert-butyloxycarbonyl-4-piperidinyloxy)-5-fluoro-2-methoxy-benzoyl) piperidin-4-yl)-4H-3,1-benzoxazin-2(1H)-one). Reaction SMILES: [C:1]([O:5][C:6]([N:8]1[CH2:13][CH2:12][CH:11]([O:14][C:15]2[C:23]([F:24])=[CH:22][C:18]([C:19]([OH:21])=O)=[C:17]([O:25][CH3:26])[CH:16]=2)[CH2:10][CH2:9]1)=[O:7])([CH3:4])([CH3:3])[CH3:2].Cl.[NH:28]1[CH2:33][CH2:32][CH:31]([N:34]2[C:39]3[CH:40]=[CH:41][CH:42]=[CH:43][C:38]=3[CH2:37][O:36][C:35]2=[O:44])[CH2:30][CH2:29]1>CCOC(C)=O>[C:1]([O:5][C:6]([N:8]1[CH2:9][CH2:10][CH:11]([O:14][C:15]2[C:23]([F:24])=[CH:22][C:18]([C:19]([N:28]3[CH2:29][CH2:30][CH:31]([N:34]4[C:39]5[CH:40]=[CH:41][CH:42]=[CH:43][C:38]=5[CH2:37][O:36][C:35]4=[O:44])[CH2:32][CH2:33]3)=[O:21])=[C:17]([O:25][CH3:26])[CH:16]=2)[CH2:12][CH2:13]1)=[O:7])([CH3:2])([CH3:3])[CH3:4] |f:1.2|. Reported procedure: 4-(N-t-butyloxycarbonyl-4-piperidinyloxy)-5-fluoro-2-methoxybenzoic acid from step 6 above and 1-(4-piperidinyl)-4H-3,1-benzoxazin-2(1H)-one hydrochloride from step 3 of Example 1 were coupled using the procedure given in step 6 of Example 1. 1-(1-(4-(N-tert-butyloxycarbonyl-4-piperidinyloxy)-5-fluoro-2-methoxy-benzoyl) piperidin-4-yl)-4H-3,1-benzoxazin-2(1H)-one was obtained as an amorphous solid (TLC Rf = 0.17 (4:1 EtOAc:hexanes); HPLC (method A) retention time= 9.8 min); FAB MS m/z 584 (M+ +H... The solvent is CO (methanol). The yield is 134.3%. The product is CC(C)(OC(=O)N1CC=2C(C1)=CSC2)C (5-(1,1-Dimethylethoxy)carbonyl-5,6-dihydro-4H-thieno[3,4-c]pyrrole). Reaction SMILES: O.[CH:2]([O-:4])=[O:3].[NH4+].Cl[C:7]1[S:8][C:9](Cl)=[C:10]2[C:14](=C=O)[N:13](OC(C)(C)C)[CH2:12][C:11]=12>CO.[Pd]>[CH3:9][C:10]([CH3:14])([O:3][C:2]([N:13]1[CH2:12][C:11]2=[CH:7][S:8][CH:9]=[C:10]2[CH2:14]1)=[O:4])[CH3:11] |f:1.2|. Procedure: 17.6 g of 10% palladium-on-charcoal containing 50% of water and then 41.6 g (600 mmol) of ammonium formate are added to a solution of 8.82 g (30 mmol) of 1,3-dichloro-5(1,1-dimethylethoxy)-carbonyl-5,6-dihydro-4H -thieno[3,4-c]pyrrole in 75 ml of methanol. The mixture is heated at reflux for 24 hours and it is then cooled, filtered through a Celite column, rinsed with twice 50 ml of dichloromethane and evaporated to dryness. The residue is taken up in 100 ml of dichloromethane, filtered and evap... Reactants: O (water), C(=O)[O-].[NH4+] (ammonium formate), ClC=1SC(=C2C1CN(C2=C=O)OC(C)(C)C)Cl (1,3-dichloro-5(1,1-dimethylethoxy)-carbonyl-5,6-dihydro-4H -thieno[3,4-c]pyrrole). The reagents and catalysts are [Pd] (palladium-on-charcoal).